Dataset: the Open Reaction Database (ORD), a public repository of structured organic reaction records. Task: describe an organic reaction: reactants, conditions, products, and yield Starting materials: ClC1=CC=C(C(=C1NC(C)=O)OC)OC (N-(6-chloro-2,3-dimethoxyphenyl)-acetamide), [OH-].[Na+] (NaOH). Run in Cl (hydrochloric acid). Yields the product ClC1=CC=C(C(=C1N)OC)OC (6-chloro-2,3-di-methoxybenzenamine). Isolated yield 99.4%. As a reaction SMILES: [Cl:1][C:2]1[C:7]([NH:8]C(=O)C)=[C:6]([O:12][CH3:13])[C:5]([O:14][CH3:15])=[CH:4][CH:3]=1.[OH-].[Na+]>Cl>[Cl:1][C:2]1[C:7]([NH2:8])=[C:6]([O:12][CH3:13])[C:5]([O:14][CH3:15])=[CH:4][CH:3]=1 |f:1.2|. Procedure details: A solution of intermediate (2-a) (0.59 mol) in hydrochloric acid (20%) (1500 ml) was stirred and refluxed for 2 hours. The mixture was cooled, alkalized with NaOH 50% and extracted twice with DCM. The combined organic layers were washed with water, dried, filtered, and the solvent was evaporated. The product was used in the next reaction step without further purification, yielding 110 g (100%) of 6-chloro-2,3-di-methoxybenzenamine (interm. 2-b) As a reaction SMILES: [CH2:1]([c:2]1[cH:3][cH:4][cH:5][cH:6][cH:7]1)[O:8][C:9](=[O:10])[N:11]1[CH2:12][CH2:13][N:14]([c:17]2[n:18][c:19]3[cH:20][cH:21][cH:22][cH:23][c:24]3[c:25]([O:27][CH:28]3[CH:29]=[CH:30][CH:31]([OH:33])[CH2:32]3)[n:26]2)[CH2:15][CH2:16]1.[CH3:34][I:35].[CH3:38][N:39]([CH3:40])[CH:41]=[O:42].[CH3:43][CH2:44][O:45][C:46](=[O:47])[CH3:48].[H-:36].[Na+:37]>>[CH2:1]([c:2]1[cH:3][cH:4][cH:5][cH:6][cH:7]1)[O:8][C:9](=[O:10])[N:11]1[CH2:12][CH2:13][N:14]([c:17]2[n:18][c:19]3[cH:20][cH:21][cH:22][cH:23][c:24]3[c:25]([O:27][CH:28]3[CH:29]=[CH:30][CH:31]([O:33][CH3:34])[CH2:32]3)[n:26]2)[CH2:15][CH2:16]1. Reactants: O=C(OCc1ccccc1)N1CCN(c2nc(OC3C=CC(O)C3)c3ccccc3n2)CC1, CI, CN(C)C=O, CCOC(C)=O, [H-], [Na+]. Product: COC1C=CC(Oc2nc(N3CCN(C(=O)OCc4ccccc4)CC3)nc3ccccc23)C1. Starting materials: CC1=NN2C(C=CC=C2)=C1C=1SC(=C(N1)OS(=O)(=O)C(F)(F)F)C(=O)OCC (ethyl 2-(2-methylpyrazolo[1,5-a]pyridin-3-yl)-4-{[(trifluoromethyl)sulfonyl]oxy}-1,3-thiazole-5-carboxylate), O (water), FC1=CC=C(C=C1)B(O)O ((4-fluorophenyl)boronic acid), C([O-])([O-])=O.[Cs+].[Cs+] (cesium carbonate). Solvent: COCCOC (1,2-dimethoxyethane). The product is FC1=CC=C(C=C1)C=1N=C(SC1C(=O)OCC)C=1C(=NN2C1C=CC=C2)C (ethyl 4-(4-fluorophenyl)-2-(2-methylpyrazolo[1,5-a]pyridin-3-yl)-1,3-thiazole-5-carboxylate). Isolated yield 67.7%. RXN SMILES: [CH3:1][C:2]1[C:10]([C:11]2[S:12][C:13]([C:24]([O:26][CH2:27][CH3:28])=[O:25])=[C:14](OS(C(F)(F)F)(=O)=O)[N:15]=2)=[C:5]2[CH:6]=[CH:7][CH:8]=[CH:9][N:4]2[N:3]=1.[F:29][C:30]1[CH:35]=[CH:34][C:33](B(O)O)=[CH:32][CH:31]=1.C(=O)([O-])[O-].[Cs+].[Cs+].O>COCCOC>[F:29][C:30]1[CH:35]=[CH:34][C:33]([C:14]2[N:15]=[C:11]([C:10]3[C:2]([CH3:1])=[N:3][N:4]4[CH:9]=[CH:8][CH:7]=[CH:6][C:5]=34)[S:12][C:13]=2[C:24]([O:26][CH2:27][CH3:28])=[O:25])=[CH:32][CH:31]=1 |f:2.3.4|. Reported procedure: Using ethyl 2-(2-methylpyrazolo[1,5-a]pyridin-3-yl)-4-{[(trifluoromethyl)sulfonyl]oxy}-1,3-thiazole-5-carboxylate (500 mg, 1.2 mmol) produced in Example 15-B(i), (4-fluorophenyl)boronic acid (480 mg, 3.4 mmol), [1,1-bis(diphenylphosphino)ferrocene]palladium(II) dichloride dichloromethane complex (75 mg, 0.091 mmol), cesium carbonate (700 mg, 2.2 mmol), water (2 mL) and 1,2-dimethoxyethane (30 mL) as starting materials and in the same manner as in Example 13-B(iii), the title compound (310 mg, 73... Reactants: CN1C(CC[C@@]2(C3=C(CC[C@@H]12)C=C(C=C3)Br)C)=O ((+)-(4aR)-(10bR)-4-methyl-8-bromo-10b-methyl-1,2,3,4,4a,5,6,10b-octahydrobenzo[f]quinolin-3-one), ClC1=C(C=CC(=C1)Cl)B(O)O (2,4-dichlorophenylboronic acid), C([O-])([O-])=O.[Na+].[Na+] (sodium carbonate), C1(=CC=CC=C1)C (toluene). Reagents/catalysts: [Pd].C1(=CC=CC=C1)P(C1=CC=CC=C1)C1=CC=CC=C1.C1(=CC=CC=C1)P(C1=CC=CC=C1)C1=CC=CC=C1.C1(=CC=CC=C1)P(C1=CC=CC=C1)C1=CC=CC=C1.C1(=CC=CC=C1)P(C1=CC=CC=C1)C1=CC=CC=C1 (tetrakis (triphenylphosphine) palladium (0)). The solvent is ClCCl (dichloromethane). The product is CN1C(CC[C@@]2(C3=C(CC[C@@H]12)C=C(C=C3)C3=C(C=C(C=C3)Cl)Cl)C)=O ((+)-(4aR)-(10bR)-4-methyl-8-(2,4-dichlorophenyl)-10b-methyl-1,2,3,4,4a,5,6,10b-octahydrobenzo[f]quinolin-3-one). The yield is 64.5%. RXN SMILES: [CH3:1][N:2]1[C@H:11]2[C@@:6]([CH3:17])([C:7]3[CH:15]=[CH:14][C:13](Br)=[CH:12][C:8]=3[CH2:9][CH2:10]2)[CH2:5][CH2:4][C:3]1=[O:18].[Cl:19][C:20]1[CH:25]=[C:24]([Cl:26])[CH:23]=[CH:22][C:21]=1B(O)O.C(=O)([O-])[O-].[Na+].[Na+].C1(C)C=CC=CC=1>ClCCl.[Pd].C1(P(C2C=CC=CC=2)C2C=CC=CC=2)C=CC=CC=1.C1(P(C2C=CC=CC=2)C2C=CC=CC=2)C=CC=CC=1.C1(P(C2C=CC=CC=2)C2C=CC=CC=2)C=CC=CC=1.C1(P(C2C=CC=CC=2)C2C=CC=CC=2)C=CC=CC=1>[CH3:1][N:2]1[C@H:11]2[C@@:6]([CH3:17])([C:7]3[CH:15]=[CH:14][C:13]([C:23]4[CH:22]=[CH:21][C:20]([Cl:19])=[CH:25][C:24]=4[Cl:26])=[CH:12][C:8]=3[CH2:9][CH2:10]2)[CH2:5][CH2:4][C:3]1=[O:18] |f:2.3.4,7.8.9.10.11|. Procedure details: A 15 mL round bottom flask was charged with (+)-(4aR)-(10bR)-4-methyl-8-bromo-10b-methyl-1,2,3,4,4a,5,6,10b-octahydrobenzo[f]quinolin-3-one (200 mg, 0.65 mmol), tetrakis (triphenylphosphine) palladium (0) (23 mg, 0.02 mmol), 2,4-dichlorophenylboronic acid (149 mg, 0.78 mmol), 0.65 mL of 2M sodium carbonate solution and 1.5 mL of toluene fitted with a reflux condenser, and the stirred mixture was heated at 80°, under nitrogen, for 24 h. The mixture was cooled, diluted with dichloromethane (75 mL)... Reactants: CC(=O)O, CO, Cc1c(F)c(Oc2cccc(C(=N)N)c2)nc(Oc2cccc(C(=O)c3ccccc3)c2)c1F. Yields the product Cc1c(F)c(Oc2cccc(C(=N)N)c2)nc(Oc2cccc(C(O)c3ccccc3)c2)c1F. As a reaction SMILES: [CH3:35][C:36](=[O:37])[OH:38].[CH3:39][OH:40].[F:1][c:2]1[c:3]([O:25][c:26]2[cH:27][c:28]([C:29](=[NH:30])[NH2:31])[cH:32][cH:33][cH:34]2)[n:4][c:5]([O:10][c:11]2[cH:12][c:13]([C:17](=[O:18])[c:19]3[cH:20][cH:21][cH:22][cH:23][cH:24]3)[cH:14][cH:15][cH:16]2)[c:6]([F:9])[c:7]1[CH3:8]>>[F:1][c:2]1[c:3]([O:25][c:26]2[cH:27][c:28]([C:29](=[NH:30])[NH2:31])[cH:32][cH:33][cH:34]2)[n:4][c:5]([O:10][c:11]2[cH:12][c:13]([CH:17]([OH:18])[c:19]3[cH:20][cH:21][cH:22][cH:23][cH:24]3)[cH:14][cH:15][cH:16]2)[c:6]([F:9])[c:7]1[CH3:8]. The reactants are NC1=CC(=C(C=N1)C(=O)N1CCN(CC1)C1=NC=C(C=C1C)C1CC1)C ((6-amino-4-methylpyridin-3-yl) [4-(5-cyclopropyl-3-methylpyridin-2-yl)piperazin-1-yl]methanone), ClCCCS(=O)(=O)Cl (3-chloropropane-1-sulfonyl chloride). Product: C1(CC1)C=1C=C(C(=NC1)N1CCN(CC1)C(=O)C=1C=NC(=CC1C)N1S(CCC1)(=O)=O)C ([4-(5-cyclopropyl-3-methylpyridin-2-yl)piperazin-1-yl][6-(1,1-dioxo-1λ6-isothiazolidin-2-yl)-4-methylpyridin-3-yl]methanone). RXN SMILES: [NH2:1][C:2]1[N:7]=[CH:6][C:5]([C:8]([N:10]2[CH2:15][CH2:14][N:13]([C:16]3[C:21]([CH3:22])=[CH:20][C:19]([CH:23]4[CH2:25][CH2:24]4)=[CH:18][N:17]=3)[CH2:12][CH2:11]2)=[O:9])=[C:4]([CH3:26])[CH:3]=1.Cl[CH2:28][CH2:29][CH2:30][S:31](Cl)(=[O:33])=[O:32]>>[CH:23]1([C:19]2[CH:20]=[C:21]([CH3:22])[C:16]([N:13]3[CH2:14][CH2:15][N:10]([C:8]([C:5]4[CH:6]=[N:7][C:2]([N:1]5[CH2:28][CH2:29][CH2:30][S:31]5(=[O:33])=[O:32])=[CH:3][C:4]=4[CH3:26])=[O:9])[CH2:11][CH2:12]3)=[N:17][CH:18]=2)[CH2:25][CH2:24]1. Procedure: Using (6-amino-4-methylpyridin-3-yl) [4-(5-cyclopropyl-3-methylpyridin-2-yl)piperazin-1-yl]methanone (1.0 g) described in Preparation Example 141 and 3-chloropropane-1-sulfonyl chloride (0.69 mL) and by the reaction and treatment in the same manner as in Example 78, the title compound (636 mg) was obtained.